From a dataset of the Open Reaction Database (ORD), a public repository of structured organic reaction records. describe an organic reaction: reactants, conditions, products, and yield The solvent is O1CCCC1 (tetrahydrofuran). The product is COC=1C=C(C=CC1)CCCO (3-(3-Methoxyphenyl)propan-1-ol). Reaction conditions: time 1 hour. The yield is 97.1%. As a reaction SMILES: [CH3:1][O:2][C:3]1[CH:4]=[C:5]([CH2:9][CH2:10][C:11](O)=[O:12])[CH:6]=[CH:7][CH:8]=1.CSC.B.[OH-].[Na+].C(OCC)C>O1CCCC1>[CH3:1][O:2][C:3]1[CH:4]=[C:5]([CH2:9][CH2:10][CH2:11][OH:12])[CH:6]=[CH:7][CH:8]=1 |f:1.2,3.4|. Procedure details: A magnetically stirred solution of 3-(3-methoxyphenyl)propionic acid (71.38 g, 396.0 mmol) in 1.00 L of anhydrous tetrahydrofuran (THF) at room temperature was treated dropwise with a solution of borane-dimethyl sulfide (2.0M in THF, 680 mmol), stirred 1 h, heated at reflux for 2 h, cooled to room temperature, and stirred 12 h. The solution was poured over ice (300 g), treated with 6 N NaOH (500 mL), and stirred 1 h. The suspension was treated with diethyl ether (500 mL), the layers were separat... Starting materials: [OH-].[Na+] (NaOH), C(C)OCC (diethyl ether), COC=1C=C(C=CC1)CCC(=O)O (3-(3-methoxyphenyl)propionic acid), CSC.B (borane-dimethyl sulfide), ice. The reactants are O.O.[Sn](Cl)(Cl)(Cl)Cl (tin chloride dihydrate), C(C)OC(=O)CC(C)N1CC2=CC(=CC=C2CC1)[N+](=O)[O-] (2-[2-(ethoxycarbonyl)-1-methylethyl]-7-nitro-1,2,3,4-tetrahydroisoquinoline), C([O-])(O)=O.[Na+] (sodium bicarbonate). Run in C(C)O (ethanol). Product: NC1=CC=C2CCN(CC2=C1)C(CC(=O)OCC)C (7-amino-2-[2-(ethoxycarbonyl)-1-methylethyl]-1,2,3,4-tetrahydroisoquinoline). Isolated yield 93.3%. As a reaction SMILES: [CH2:1]([O:3][C:4]([CH2:6][CH:7]([N:9]1[CH2:18][CH2:17][C:16]2[C:11](=[CH:12][C:13]([N+:19]([O-])=O)=[CH:14][CH:15]=2)[CH2:10]1)[CH3:8])=[O:5])[CH3:2].O.O.[Sn](Cl)(Cl)(Cl)Cl.C(=O)(O)[O-].[Na+]>C(O)C>[NH2:19][C:13]1[CH:12]=[C:11]2[C:16]([CH2:17][CH2:18][N:9]([CH:7]([CH3:8])[CH2:6][C:4]([O:3][CH2:1][CH3:2])=[O:5])[CH2:10]2)=[CH:15][CH:14]=1 |f:1.2.3,4.5|. Procedure details: 0.43 g of 2-[2-(ethoxycarbonyl)-1-methylethyl]-7-nitro-1,2,3,4-tetrahydroisoquinoline was dissolved in 10 ml of ethanol, and 1.23 g of tin chloride dihydrate was added to the solution. The solution was heated under reflux for 30 minutes to allow for the reaction to take place. The resulting solution was made basic by adding saturated aqueous solution of sodium bicarbonate, and the insoluble content was separated by using celite. The solution was extracted with ethyl acetate, washed with saturate... The reactants are OC1=CC=C2C=NC=NC2=C1 (7-Hydroxyquinazoline), C([O-])([O-])=O.[K+].[K+] (potassium carbonate), ClC1=NC=NC2=CC(=C(C=C12)OC)OCCCN1CCOCC1 (4-chloro-6-methoxy-7-(3-morpholinopropoxy)quinazoline), [Cl-].[NH4+] (ammonium chloride). Run in CN(C)C=O (DMF), C(C)(=O)OCC (ethyl acetate). Reaction conditions: temperature 100 celsius. Product: COC=1C=C2C(=NC=NC2=CC1OCCCN1CCOCC1)OC1=CC=C2C=NC=NC2=C1 (6-methoxy-7-(3-morpholinopropoxy)-4-(quinazolin-7-yloxy)quinazoline). Yield: 83.1%. RXN SMILES: [OH:1][C:2]1[CH:11]=[C:10]2[C:5]([CH:6]=[N:7][CH:8]=[N:9]2)=[CH:4][CH:3]=1.C(=O)([O-])[O-].[K+].[K+].Cl[C:19]1[C:28]2[C:23](=[CH:24][C:25]([O:31][CH2:32][CH2:33][CH2:34][N:35]3[CH2:40][CH2:39][O:38][CH2:37][CH2:36]3)=[C:26]([O:29][CH3:30])[CH:27]=2)[N:22]=[CH:21][N:20]=1.[Cl-].[NH4+]>CN(C=O)C.C(OCC)(=O)C>[CH3:30][O:29][C:26]1[CH:27]=[C:28]2[C:23](=[CH:24][C:25]=1[O:31][CH2:32][CH2:33][CH2:34][N:35]1[CH2:40][CH2:39][O:38][CH2:37][CH2:36]1)[N:22]=[CH:21][N:20]=[C:19]2[O:1][C:2]1[CH:11]=[C:10]2[C:5]([CH:6]=[N:7][CH:8]=[N:9]2)=[CH:4][CH:3]=1 |f:1.2.3,5.6|. Procedure: 7-Hydroxyquinazoline (87 mg, 0.6 mmol) and potassium carbonate (110 mg, 0.8 mmol) were added to 4-chloro-6-methoxy-7-(3-morpholinopropoxy)quinazoline (180 mg, 0.53 mmol), (prepared as described for the starting material in Example 1), in suspension in DMF (3 ml) under an argon atmosphere. The reaction mixture was heated to 100° C. for 90 minutes. Upon cooling to ambient temperature the reaction was diluted with ethyl acetate and a saturated ammonium chloride solution. The aqueous phase was re-ex... The reactants are N#CCBr, CC(C)(C)c1cc(C=C2SCNC2=O)cc(C(C)(C)C)c1O, [H-], [Na+], C1CCOC1. Product: CC(C)(C)c1cc(C=C2SCN(CC#N)C2=O)cc(C(C)(C)C)c1O. As a reaction SMILES: [Br:23][CH2:24][C:25]#[N:26].[CH3:1][C:2]([CH3:3])([CH3:4])[c:5]1[cH:6][c:7]([CH:16]=[C:17]2[C:18](=[O:22])[NH:19][CH2:20][S:21]2)[cH:8][c:9]([C:12]([CH3:13])([CH3:14])[CH3:15])[c:10]1[OH:11].[H-:27].[Na+:28].[O:29]1[CH2:30][CH2:31][CH2:32][CH2:33]1>>[CH3:1][C:2]([CH3:3])([CH3:4])[c:5]1[cH:6][c:7]([CH:16]=[C:17]2[C:18](=[O:22])[N:19]([CH2:24][C:25]#[N:26])[CH2:20][S:21]2)[cH:8][c:9]([C:12]([CH3:13])([CH3:14])[CH3:15])[c:10]1[OH:11]. Starting materials: ClC1=NN=C(C2=CC=CC(=C12)C1=CC=CC=C1)C=1C=NC=C(C(=O)[O-])C1 (5-(4-chloro-5-phenylphthalazin-1-yl)nicotinate), NCC1=NC=CC=C1 (2-(aminomethyl)pyridine), C(C)(C)(C)NS(=O)(=O)C=1C=NC=C(C1)C1=NN=C(C2=C(C=CC=C12)C1=CC=CC=C1)NCC1=NC=CC=C1 (N-(tert-butyl)-5-(5-phenyl-4-((pyridin-2-ylmethyl)amino)phthalazin-1-yl)pyridine-3-sulfonamide). Product: C1(=CC=CC=C1)C1=C2C(=NN=C(C2=CC=C1)C=1C=NC=C(C(=O)OCC)C1)NCC1=NC=CC=C1 (Ethyl 5-(5-phenyl-4-((pyridin-2-ylmethyl)amino)phthalazin-1-yl)nicotinate). Isolated yield 88.0%. RXN SMILES: Cl[C:2]1[C:11]2[C:6](=[CH:7][CH:8]=[CH:9][C:10]=2[C:12]2[CH:17]=[CH:16][CH:15]=[CH:14][CH:13]=2)[C:5]([C:18]2[CH:19]=[N:20][CH:21]=[C:22]([CH:26]=2)[C:23]([O-:25])=[O:24])=[N:4][N:3]=1.[NH2:27][CH2:28][C:29]1[CH:34]=[CH:33][CH:32]=[CH:31][N:30]=1.[C:35](NS(C1C=NC=C(C2C3C(=C(C4C=CC=CC=4)C=CC=3)C(NCC3C=CC=CN=3)=NN=2)C=1)(=O)=O)(C)(C)[CH3:36]>>[C:12]1([C:10]2[CH:9]=[CH:8][CH:7]=[C:6]3[C:11]=2[C:2]([NH:27][CH2:28][C:29]2[CH:34]=[CH:33][CH:32]=[CH:31][N:30]=2)=[N:3][N:4]=[C:5]3[C:18]2[CH:19]=[N:20][CH:21]=[C:22]([CH:26]=2)[C:23]([O:25][CH2:35][CH3:36])=[O:24])[CH:17]=[CH:16][CH:15]=[CH:14][CH:13]=1. Procedure details: Ethyl 5-(5-phenyl-4-((pyridin-2-ylmethyl)amino)phthalazin-1-yl)nicotinate (3.10 g, 88.0%, brown solid) was prepared from 5-(4-chloro-5-phenylphthalazin-1-yl)nicotinate (3.00 g, 7.70 mmol) and 2-(aminomethyl)pyridine (10.0 mL, 97.0 mmol) by the methods described for the preparation of N-(tert-butyl)-5-(5-phenyl-4-((pyridin-2-ylmethyl)amino)phthalazin-1-yl)pyridine-3-sulfonamide in Example 1. The residue was purified by preparative HPLC (Condition 15 as described in general methods). LCMS (Conditi... Reactants: N[C@@H]1C(N([C@@H](CSC1)C=1SC=CC1)CC(=O)OC(C)(C)C)=O (t-butyl α-[6(R)-amino-5-oxo-3(S)-(2-thienyl)perhydro-1,4-thiazepin-4-yl]acetate), BrC(C(=O)OCC1=CC=CC=C1)CCC1=CC=CC=C1 (benzyl 2-bromo-4-phenylbutyrate), C(C)(=O)OCC (ethyl acetate). The solvent is C1CCCCC1 (cyclohexane). The product is C(C1=CC=CC=C1)OC(=O)C(CCC1=CC=CC=C1)N[C@@H]1C(N([C@@H](CSC1)C=1SC=CC1)CC(=O)OC(C)(C)C)=O (t-Butyl α-[6(R)-(1-benzyloxycarbonyl-3-phenylpropylamino)-5-oxo-3(S)-(2-thienyl)perhydro-1,4-thiazepin-4-yl]acetate). Reaction SMILES: [NH2:1][C@H:2]1[CH2:8][S:7][CH2:6][C@@H:5]([C:9]2[S:10][CH:11]=[CH:12][CH:13]=2)[N:4]([CH2:14][C:15]([O:17][C:18]([CH3:21])([CH3:20])[CH3:19])=[O:16])[C:3]1=[O:22].Br[CH:24]([CH2:35][CH2:36][C:37]1[CH:42]=[CH:41][CH:40]=[CH:39][CH:38]=1)[C:25]([O:27][CH2:28][C:29]1[CH:34]=[CH:33][CH:32]=[CH:31][CH:30]=1)=[O:26].C(OCC)(=O)C>C1CCCCC1>[CH2:28]([O:27][C:25]([CH:24]([NH:1][C@H:2]1[CH2:8][S:7][CH2:6][C@@H:5]([C:9]2[S:10][CH:11]=[CH:12][CH:13]=2)[N:4]([CH2:14][C:15]([O:17][C:18]([CH3:19])([CH3:21])[CH3:20])=[O:16])[C:3]1=[O:22])[CH2:35][CH2:36][C:37]1[CH:42]=[CH:41][CH:40]=[CH:39][CH:38]=1)=[O:26])[C:29]1[CH:30]=[CH:31][CH:32]=[CH:33][CH:34]=1. Procedure details: 282 mg of t-butyl α-[6(R)-amino-5-oxo-3(S)-(2-thienyl)perhydro-1,4-thiazepin-4-yl]acetate [prepared as described in Example 16(g)] were N-alkylated with 684 mg of benzyl 2-bromo-4-phenylbutyrate in the same manner as in Example 1(h). The reaction product was subjected to silica gel column chromatography using a 1:4 by volume mixture of ethyl acetate and cyclohexane, to separate it into two isomers, A and B (ascribed to the asymmetric carbon atom to which the phenethyl group is attached).